From a dataset of the Open Reaction Database (ORD), a public repository of structured organic reaction records. describe an organic reaction: reactants, conditions, products, and yield The reactants are [Br-], C=C(C)[Mg+], C1CCOC1, O=C(c1nc2cc(Cl)c(Cl)cc2[nH]1)C(F)(F)F, ClCCl. Yields the product C=C(C)C(O)(c1nc2cc(Cl)c(Cl)cc2[nH]1)C(F)(F)F. RXN SMILES: [Br-:18].[C:19](=[CH2:20])([CH3:21])[Mg+:22].[CH2:23]1[O:24][CH2:25][CH2:26][CH2:27]1.[Cl:1][c:2]1[cH:3][c:4]2[c:5]([nH:6][c:7]([C:9]([C:10]([F:11])([F:12])[F:13])=[O:14])[n:8]2)[cH:15][c:16]1[Cl:17].[Cl:28][CH2:29][Cl:30]>>[Cl:1][c:2]1[cH:3][c:4]2[c:5]([n:6][c:7]([C:9]([C:10]([F:11])([F:12])[F:13])([OH:14])[C:19](=[CH2:20])[CH3:21])[nH:8]2)[cH:15][c:16]1[Cl:17].